describe an organic reaction: reactants, conditions, products, and yield From a dataset of the Open Reaction Database (ORD), a public repository of structured organic reaction records. The product is C1(CC1)COC1=CC2=C(N=C(O2)N2CCC(CC2)OC[C@H](C)NC(=O)NCC)C=C1 (1-[(1S)-2-({1-[6-(cyclopropylmethoxy)-1,3-benzoxazol-2-yl]piperidin-4-yl}oxy)-1-methylethyl]-3-ethylurea). Reported procedure: By a method similar to Example 17, and using tert-butyl [(1S)-2-({1-[6-(cyclopropylmethoxy)-1,3-benzoxazol-2-yl]piperidin-4-yl}oxy)-1-methylethyl]carbamate and ethyl isocyanate, the title compound was obtained. As a reaction SMILES: [CH:1]1([CH2:4][O:5][C:6]2[CH:32]=[CH:31][C:9]3[N:10]=[C:11]([N:13]4[CH2:18][CH2:17][CH:16]([O:19][CH2:20][C@@H:21]([NH:23][C:24](=[O:30])OC(C)(C)C)[CH3:22])[CH2:15][CH2:14]4)[O:12][C:8]=3[CH:7]=2)[CH2:3][CH2:2]1.[CH2:33]([N:35]=C=O)[CH3:34]>>[CH:1]1([CH2:4][O:5][C:6]2[CH:32]=[CH:31][C:9]3[N:10]=[C:11]([N:13]4[CH2:18][CH2:17][CH:16]([O:19][CH2:20][C@@H:21]([NH:23][C:24]([NH:35][CH2:33][CH3:34])=[O:30])[CH3:22])[CH2:15][CH2:14]4)[O:12][C:8]=3[CH:7]=2)[CH2:2][CH2:3]1. Starting materials: C1(CC1)COC1=CC2=C(N=C(O2)N2CCC(CC2)OC[C@H](C)NC(OC(C)(C)C)=O)C=C1 (tert-butyl [(1S)-2-({1-[6-(cyclopropylmethoxy)-1,3-benzoxazol-2-yl]piperidin-4-yl}oxy)-1-methylethyl]carbamate), C(C)N=C=O (ethyl isocyanate). The reactants are CN(C)CCSc1c2ccccc2c(-c2cc(Br)c(O)c(Br)c2)c2c1sc1ccccc12, Br, O=C(O)C(O)Cc1ccccc1. The product is CN(C)CCSc1c2ccccc2c(-c2cc(Br)c(OC(Cc3ccccc3)C(=O)O)c(Br)c2)c2c1sc1ccccc12. As a reaction SMILES: [Br:1][c:2]1[c:3]([OH:32])[c:4]([Br:31])[cH:5][c:6](-[c:8]2[c:9]3[cH:10][cH:11][cH:12][cH:13][c:14]3[c:15]([S:25][CH2:26][CH2:27][N:28]([CH3:29])[CH3:30])[c:16]3[c:17]2[c:18]2[c:19]([s:20]3)[cH:21][cH:22][cH:23][cH:24]2)[cH:7]1.[Br:45].[OH:33][CH:34]([C:35](=[O:36])[OH:37])[CH2:38][c:39]1[cH:40][cH:41][cH:42][cH:43][cH:44]1>>[Br:1][c:2]1[c:3]([O:32][CH:34]([C:35](=[O:36])[OH:37])[CH2:38][c:39]2[cH:40][cH:41][cH:42][cH:43][cH:44]2)[c:4]([Br:31])[cH:5][c:6](-[c:8]2[c:9]3[cH:10][cH:11][cH:12][cH:13][c:14]3[c:15]([S:25][CH2:26][CH2:27][N:28]([CH3:29])[CH3:30])[c:16]3[c:17]2[c:18]2[c:19]([s:20]3)[cH:21][cH:22][cH:23][cH:24]2)[cH:7]1. The reactants are CCO, C=CCc1cc(C(=O)OC)cc(Cl)c1O, [H][H], [Rh]. Product: CCCc1cc(C(=O)OC)cc(Cl)c1O. Reaction SMILES: [CH3:18][CH2:19][OH:20].[Cl:1][c:2]1[cH:3][c:4]([C:5](=[O:6])[O:7][CH3:8])[cH:9][c:10]([CH2:13][CH:14]=[CH2:15])[c:11]1[OH:12].[H:16][H:17].[Rh:21]>>[Cl:1][c:2]1[cH:3][c:4]([C:5](=[O:6])[O:7][CH3:8])[cH:9][c:10]([CH2:13][CH2:14][CH3:15])[c:11]1[OH:12]. Reactants: FC1=C(C=CC=C1F)C(C(=O)C(C(=O)OCC)C(=O)OCC)(C)C (diethyl 2-(2-(2,3-difluorophenyl)-2-methylpropanoyl)malonate). The solvent is OS(=O)(=O)O (H2SO4). Run at time 2 hour. Yields the product FC1=CC=C2C(=C(C(C(C2=C1F)(C)C)=O)C(=O)OCC)O (Ethyl 7,8-difluoro-4-hydroxy-1,1-dimethyl-2-oxo-naphthalene-3-carboxylate). The yield is 90.0%. As a reaction SMILES: [F:1][C:2]1[C:7]([F:8])=[CH:6][CH:5]=[CH:4][C:3]=1[C:9]([CH3:24])([CH3:23])[C:10]([CH:12]([C:18]([O:20][CH2:21][CH3:22])=[O:19])[C:13]([O:15]CC)=O)=[O:11]>OS(O)(=O)=O>[F:8][C:7]1[C:2]([F:1])=[C:3]2[C:4]([C:13]([OH:15])=[C:12]([C:18]([O:20][CH2:21][CH3:22])=[O:19])[C:10](=[O:11])[C:9]2([CH3:23])[CH3:24])=[CH:5][CH:6]=1. Procedure: To 10 mL concentrated H2SO4 stirred at room temperature, was added diethyl 2-(2-(2,3-difluorophenyl)-2-methylpropanoyl)malonate (1.53 g, 4.5 mmol). The mixture was stirred at room temperature for 2 hours, M+1=297. The mixture was then poured into 100 g crushed ice and extracted with EtOAc (3×50 mL). The combined organic layers were washed with brine (20 mL), dried over anhydrous Na2SO4, and concentrated in vacuo to give 1.2 g of the title compound as a pale yellow solid. MS (m/z)=297 (M+H)+. Reactants: BrC=1C=C(N)C=C(C1OC)Br (3,5-Dibromo-4-methoxy-aniline), BrBr (bromine). Solvent: C(Cl)Cl (DCM), C(Cl)Cl (DCM). Run at time 45 minute. Yields the product BrC1=C(N)C=C(C(=C1Br)OC)Br (2,3,5-tribromo-4-methoxy-aniline). Reaction SMILES: [Br:1][C:2]1[CH:3]=[C:4]([CH:6]=[C:7]([Br:11])[C:8]=1[O:9][CH3:10])[NH2:5].[Br:12]Br>C(Cl)Cl>[Br:12][C:3]1[C:2]([Br:1])=[C:8]([O:9][CH3:10])[C:7]([Br:11])=[CH:6][C:4]=1[NH2:5]. Procedure: 3,5-Dibromo-4-methoxy-aniline (13.04 g, 46.42 mmol) was dissolved in DCM (500 mL) and a solution of bromine (2.38 mL, 46.42 mmol) in DCM (80 mL) was added dropwise. A thick, beige precipitate formed. After 45 minutes, the mixture was quenched with NaHCO3 solution (saturated, aq) to pH 9, the layers separated and the aqueous layer extracted into DCM (3×50 mL). The combined organic phase was washed with brine, dried over Na2SO4 and concentrated to dryness under reduced pressure to give a brown sol... The reactants are [N+](=O)([O-])C1=CC=C(C(=O)O)C=C1 (4-Nitrobenzoic acid), O.ON1N=NC2=C1C=CC=C2 (1-hydroxybenzotriazole hydrate), CN1CCOCC1 (N-methylmorpholine), CC(CCN)C (3-methylbutan-1-amine), Cl.CN(CCCN=C=NCC)C (1-(3-dimethylaminopropyl)-3-ethylcarbodiimide hydrochloride). The solvent is CN(C=O)C (dimethylformamide), O (Water). Reaction conditions: time 17 hour. The product is C(CC(C)C)NC(C1=CC=C(C=C1)[N+](=O)[O-])=O (N-isopentyl-4-nitrobenzamide). As a reaction SMILES: [N+:1]([C:4]1[CH:12]=[CH:11][C:7]([C:8]([OH:10])=O)=[CH:6][CH:5]=1)([O-:3])=[O:2].O.ON1C2C=CC=CC=2N=N1.CN1CCOCC1.[CH3:31][CH:32]([CH3:36])[CH2:33][CH2:34][NH2:35].Cl.CN(C)CCCN=C=NCC>CN(C)C=O.O>[CH2:34]([NH:35][C:8](=[O:10])[C:7]1[CH:6]=[CH:5][C:4]([N+:1]([O-:3])=[O:2])=[CH:12][CH:11]=1)[CH2:33][CH:32]([CH3:36])[CH3:31] |f:1.2,5.6|. Reported procedure: 4-Nitrobenzoic acid (0.8 g, 4.79 mmol) and 1-hydroxybenzotriazole hydrate (1.1 g, 7.18 mmol) in dimethylformamide (20 mL) was treated with N-methylmorpholine (1.8 mL, 16.75 mmol) and 3-methylbutan-1-amine (0.724 mL, 6.22 mmol) followed by 1-(3-dimethylaminopropyl)-3-ethylcarbodiimide hydrochloride (1.38 g, 7.18 mmol). The reaction mixture was stirred at room temperature for 17 hours. Water was added and the resulting suspension was stirred for 2 hours. The suspension was filtered and the solid c...